From a dataset of the Open Reaction Database (ORD), a public repository of structured organic reaction records. describe an organic reaction: reactants, conditions, products, and yield Reactants: CC(C)[C@@H](C(=O)O)NC(=O)OC(C)(C)C (Boc-Valine-OH), CN1CCOCC1 (NMM), N[C@@H](CC(C)C)C(=O)N1[C@H](C(=O)OCC2=CC=CC=C2)CCC1 (Leu-Pro-OBn), C=1C=CC2=C(C1)N=NN2O (HOBt), C1CCC(CC1)N=C=NC2CCCCC2 (DCC). Run in CCOC(=O)C (EtOAc), C(Cl)Cl (DCM), C(Cl)Cl (DCM). Run at temperature 23 celsius, time 15 minute. The product is N[C@@H](C(C)C)C(=O)N[C@@H](CC(C)C)C(=O)N1[C@H](C(=O)OCC2=CC=CC=C2)CCC1 (Val-Leu-Pro-OBn). As a reaction SMILES: [CH3:1][CH:2]([C@H:4]([NH:8]C(OC(C)(C)C)=O)[C:5](O)=[O:6])[CH3:3].CN1CCOCC1.[NH2:23][C@H:24]([C:29]([N:31]1[CH2:45][CH2:44][CH2:43][C@H:32]1[C:33]([O:35][CH2:36][C:37]1[CH:42]=[CH:41][CH:40]=[CH:39][CH:38]=1)=[O:34])=[O:30])[CH2:25][CH:26]([CH3:28])[CH3:27].C1C=CC2N(O)N=NC=2C=1.C1CCC(N=C=NC2CCCCC2)CC1>C(Cl)Cl.CCOC(C)=O>[NH2:8][C@H:4]([C:5]([NH:23][C@H:24]([C:29]([N:31]1[CH2:45][CH2:44][CH2:43][C@H:32]1[C:33]([O:35][CH2:36][C:37]1[CH:38]=[CH:39][CH:40]=[CH:41][CH:42]=1)=[O:34])=[O:30])[CH2:25][CH:26]([CH3:27])[CH3:28])=[O:6])[CH:2]([CH3:3])[CH3:1]. Procedure: To a flask containing Boc-Valine-OH (652 mg, 3 mmol) in DCM (6 ml) at 0° C. was added NMM (0.35 ml, 3.15 mmol). After stirring for 15 min, A5 (1.065 g, 3 mmol), HOBt (405 mg, 3.0 mmol) and DCC (650 mg, 3.15 mmol) were added in portions, The reaction mixture was allowed to warm to 23° C. and stirred for 14 h. The suspension was diluted with DCM (25 ml) and washed successively with aq KHSO4 (2×10 ml, 10%), aq NaHCO3 (2×10 ml, sat) and brine (10 ml) dried over Na2SO4 filtered and concentrated under... The reactants are ClC1=CC=C(C=C1)C(N1CC(C1)=CS(=O)(=O)CC=1C=C(C(=O)O)C=CC1)C1=CC=C(C=C1)Cl (3-({1-[bis(4-chlorophenyl)methyl]azetidin-3-ylidene}methanesulfonylmethyl)benzoic acid), resin, NCCN1CCCC1 (1-(aminoethyl)pyrrolidine). Yields the product ClC1=CC=C(C=C1)C(N1CC(C1)=CS(=O)(=O)CC=1C=C(C(=O)NCCN2CCCC2)C=CC1)C1=CC=C(C=C1)Cl (3-({1-[bis(4-chlorophenyl)methyl]azetidin-3-ylidene}methanesulfonylmethyl)-N-(2-pyrrolidin-1-ylethyl)benzamide). RXN SMILES: [Cl:1][C:2]1[CH:7]=[CH:6][C:5]([CH:8]([C:27]2[CH:32]=[CH:31][C:30]([Cl:33])=[CH:29][CH:28]=2)[N:9]2[CH2:12][C:11](=[CH:13][S:14]([CH2:17][C:18]3[CH:19]=[C:20]([CH:24]=[CH:25][CH:26]=3)[C:21](O)=[O:22])(=[O:16])=[O:15])[CH2:10]2)=[CH:4][CH:3]=1.[NH2:34][CH2:35][CH2:36][N:37]1[CH2:41][CH2:40][CH2:39][CH2:38]1>>[Cl:33][C:30]1[CH:31]=[CH:32][C:27]([CH:8]([C:5]2[CH:4]=[CH:3][C:2]([Cl:1])=[CH:7][CH:6]=2)[N:9]2[CH2:12][C:11](=[CH:13][S:14]([CH2:17][C:18]3[CH:19]=[C:20]([CH:24]=[CH:25][CH:26]=3)[C:21]([NH:34][CH2:35][CH2:36][N:37]3[CH2:41][CH2:40][CH2:39][CH2:38]3)=[O:22])(=[O:16])=[O:15])[CH2:10]2)=[CH:28][CH:29]=1. Reported procedure: The operation is carried out under the conditions described in Example 124 starting with 150 mg of activated 3-({1-[bis(4-chlorophenyl)methyl]azetidin-3-ylidene}methanesulfonylmethyl)benzoic acid on TFP resin (165 μM) and 0.0333 cm3 of 1-(aminoethyl)pyrrolidine. 39 mg of 3-({1-[bis(4-chlorophenyl)methyl]azetidin-3-ylidene}methanesulfonylmethyl)-N-(2-pyrrolidin-1-ylethyl)benzamide are thus obtained in the form of a pale yellow powder [1H NMR spectrum (300 MHz, (CD3)2SO-d6 with addition of a few d... Reactants: C1=C(C=CC2=CC=CC=C12)C=NOCCO (2-(2-naphthylmethyleneaminooxy)ethanol), N(=NC(=O)OCC)C(=O)OCC (diethyl azodicarboxylate), OC1=CC=C(CC2C(N(C(S2)=O)C(C2=CC=CC=C2)(C2=CC=CC=C2)C2=CC=CC=C2)=O)C=C1 (5-(4-hydroxybenzyl)-3-tritylthiazolidine-2,4-dione), C1(=CC=CC=C1)P(C1=CC=CC=C1)C1=CC=CC=C1 (triphenylphosphine). Yields the product C1=C(C=CC2=CC=CC=C12)C=NOCCOC1=CC=C(CC2C(N(C(S2)=O)C(C2=CC=CC=C2)(C2=CC=CC=C2)C2=CC=CC=C2)=O)C=C1 (5-{4-[2-(2-Naphthylmethyleneaminooxy)ethoxy]benzyl}-3-tritylthiazolidine-2,4-dione). Yield: 69.8%. As a reaction SMILES: [CH:1]1[C:10]2[C:5](=[CH:6][CH:7]=[CH:8][CH:9]=2)[CH:4]=[CH:3][C:2]=1[CH:11]=[N:12][O:13][CH2:14][CH2:15][OH:16].O[C:18]1[CH:50]=[CH:49][C:21]([CH2:22][CH:23]2[S:27][C:26](=[O:28])[N:25]([C:29]([C:42]3[CH:47]=[CH:46][CH:45]=[CH:44][CH:43]=3)([C:36]3[CH:41]=[CH:40][CH:39]=[CH:38][CH:37]=3)[C:30]3[CH:35]=[CH:34][CH:33]=[CH:32][CH:31]=3)[C:24]2=[O:48])=[CH:20][CH:19]=1.C1(P(C2C=CC=CC=2)C2C=CC=CC=2)C=CC=CC=1.N(C(OCC)=O)=NC(OCC)=O>>[CH:1]1[C:10]2[C:5](=[CH:6][CH:7]=[CH:8][CH:9]=2)[CH:4]=[CH:3][C:2]=1[CH:11]=[N:12][O:13][CH2:14][CH2:15][O:16][C:18]1[CH:50]=[CH:49][C:21]([CH2:22][CH:23]2[S:27][C:26](=[O:28])[N:25]([C:29]([C:42]3[CH:47]=[CH:46][CH:45]=[CH:44][CH:43]=3)([C:36]3[CH:37]=[CH:38][CH:39]=[CH:40][CH:41]=3)[C:30]3[CH:35]=[CH:34][CH:33]=[CH:32][CH:31]=3)[C:24]2=[O:48])=[CH:20][CH:19]=1. Reported procedure: Following a procedure similar to that described in Example 1(a), but using 430 mg of 2-(2-naphthylmethyleneaminooxy)ethanol (prepared as described in Preparation 7), 716 mg of 5-(4-hydroxybenzyl)-3-tritylthiazolidine-2,4-dione, 525 mg of triphenylphosphine and 348 mg of diethyl azodicarboxylate, 712 mg of the title compound were obtained as a foam-like solid. The product is C(C)(=O)NC=1C=C2C(=C(C=NC2=CC1)C(=O)NCC1=CC=C(C=C1)Cl)O (6-(Acetylamino)-N-[(4-chlorophenyl)methyl]-4-hydroxy-3-quinolinecarboxamide). Reaction SMILES: [NH2:1][C:2]1[CH:3]=[C:4]2[C:9](=[CH:10][CH:11]=1)[N:8]=[CH:7][C:6]([C:12]([NH:14][CH2:15][C:16]1[CH:21]=[CH:20][C:19]([Cl:22])=[CH:18][CH:17]=1)=[O:13])=[C:5]2[OH:23].[C:24](NC1C=C2C(C(O)=C(C(NCC3C=CC(Cl)=CC=3)=O)C=N2)=CC=1)(=[O:26])[CH3:25].NC1C=C2C(C(O)=C(C(NCC3C=CC(Cl)=CC=3)=O)C=N2)=CC=1>>[C:24]([NH:1][C:2]1[CH:3]=[C:4]2[C:9](=[CH:10][CH:11]=1)[N:8]=[CH:7][C:6]([C:12]([NH:14][CH2:15][C:16]1[CH:21]=[CH:20][C:19]([Cl:22])=[CH:18][CH:17]=1)=[O:13])=[C:5]2[OH:23])(=[O:26])[CH3:25]. Starting materials: NC=1C=C2C(=C(C=NC2=CC1)C(=O)NCC1=CC=C(C=C1)Cl)O (6-amino-N-[(4-chlorophenyl)methyl]-4-hydroxy-3-quinolinecarboxamide), C(C)(=O)NC1=CC=C2C(=C(C=NC2=C1)C(=O)NCC1=CC=C(C=C1)Cl)O (7-(acetylamino)-N-[(4-chlorophenyl)methyl]-4-hydroxy-3-quinolinecarboxamide), NC1=CC=C2C(=C(C=NC2=C1)C(=O)NCC1=CC=C(C=C1)Cl)O (7-amino-N-[(4-chlorophenyl)methyl]-4-hydroxy-3-quinolinecarboxamide). Procedure: This compound is prepared from 6-amino-N-[(4-chlorophenyl)methyl]-4-hydroxy-3-quinolinecarboxamide using a procedure similar to that used to prepare 7-(acetylamino)-N-[(4-chlorophenyl)methyl]-4-hydroxy-3-quinolinecarboxamide from 7-amino-N-[(4-chlorophenyl)methyl]-4-hydroxy-3-quinolinecarboxamide. The product is obtained as a tan powder. Product: ClC1=C(N(C2=C1N(C(N(C2=O)C)=O)C)CC2=C(C=CC=C2)Cl)N2C[C@@H](CCC2)NC(OC(C)(C)C)=O (tert-Butyl {(3R)-1-[7-chloro-5-(2-chlorobenzyl)-1,3-dimethyl-2,4-dioxo-2,3,4,5-tetrahydro-1H-pyrrolo[3,2-d]pyrimidin-6-yl]piperidin-3-yl}carbamate). Run in CN(C=O)C (N,N-dimethylformamide). Reactants: ClC1=C(CN2C(=CC=3N(C(N(C(C32)=O)C)=O)C)N3C[C@@H](CCC3)NC(OC(C)(C)C)=O)C=CC=C1 (tert-butyl {(3R)-1-[5-(2-chlorobenzyl)-1,3-dimethyl-2,4-dioxo-2,3,4,5-tetrahydro-1H-pyrrolo[3,2-d]pyrimidin-6-yl]piperidin-3-yl}carbamate), ClN1C(CCC1=O)=O (N-chlorosuccinimide), S(=O)(=O)(O)[O-].[K+] (potassium hydrogensulfate). RXN SMILES: [Cl:1][C:2]1[CH:35]=[CH:34][CH:33]=[CH:32][C:3]=1[CH2:4][N:5]1[C:13]2[C:12](=[O:14])[N:11]([CH3:15])[C:10](=[O:16])[N:9]([CH3:17])[C:8]=2[CH:7]=[C:6]1[N:18]1[CH2:23][CH2:22][CH2:21][C@@H:20]([NH:24][C:25](=[O:31])[O:26][C:27]([CH3:30])([CH3:29])[CH3:28])[CH2:19]1.[Cl:36]N1C(=O)CCC1=O.S([O-])(O)(=O)=O.[K+]>CN(C)C=O>[Cl:36][C:7]1[C:8]2[N:9]([CH3:17])[C:10](=[O:16])[N:11]([CH3:15])[C:12](=[O:14])[C:13]=2[N:5]([CH2:4][C:3]2[CH:32]=[CH:33][CH:34]=[CH:35][C:2]=2[Cl:1])[C:6]=1[N:18]1[CH2:23][CH2:22][CH2:21][C@@H:20]([NH:24][C:25](=[O:31])[O:26][C:27]([CH3:29])([CH3:30])[CH3:28])[CH2:19]1 |f:2.3|. Yield: 85.8%. Procedure details: To a solution of tert-butyl {(3R)-1-[5-(2-chlorobenzyl)-1,3-dimethyl-2,4-dioxo-2,3,4,5-tetrahydro-1H-pyrrolo[3,2-d]pyrimidin-6-yl]piperidin-3-yl}carbamate (1.00 g) in N,N-dimethylformamide (20 ml) was added N-chlorosuccinimide (294 mg), and the resulting mixture was stirred overnight at room temperature. The reaction solution was adjusted to pH 2 with a 10% aqueous potassium hydrogensulfate solution and extracted with ethyl acetate (200 ml). The organic layer was washed with a 10% aqueous potass... Conditions: time 8 hour. Starting materials: COc1cnn(Cc2ccccc2)c(=O)c1Br, COCCOC, OB(O)c1ccc(F)cc1, c1ccc(P(c2ccccc2)(c2ccccc2)[Pd](P(c2ccccc2)(c2ccccc2)c2ccccc2)(P(c2ccccc2)(c2ccccc2)c2ccccc2)P(c2ccccc2)(c2ccccc2)c2ccccc2)cc1. Product: COc1cnn(Cc2ccccc2)c(=O)c1-c1ccc(F)cc1. RXN SMILES: [CH2:1]([c:2]1[cH:3][cH:4][cH:5][cH:6][cH:7]1)[n:8]1[n:9][cH:10][c:11]([O:16][CH3:17])[c:12]([Br:15])[c:13]1=[O:14].[CH3:28][O:29][CH2:30][CH2:31][O:32][CH3:33].[F:18][c:19]1[cH:20][cH:21][c:22]([B:25]([OH:26])[OH:27])[cH:23][cH:24]1.[cH:34]1[cH:35][cH:36][c:37]([P:38]([Pd:39]([P:40]([c:41]2[cH:42][cH:43][cH:44][cH:45][cH:46]2)([c:47]2[cH:48][cH:49][cH:50][cH:51][cH:52]2)[c:53]2[cH:54][cH:55][cH:56][cH:57][cH:58]2)([P:59]([c:60]2[cH:61][cH:62][cH:63][cH:64][cH:65]2)([c:66]2[cH:67][cH:68][cH:69][cH:70][cH:71]2)[c:72]2[cH:73][cH:74][cH:75][cH:76][cH:77]2)[P:78]([c:79]2[cH:80][cH:81][cH:82][cH:83][cH:84]2)([c:85]2[cH:86][cH:87][cH:88][cH:89][cH:90]2)[c:91]2[cH:92][cH:93][cH:94][cH:95][cH:96]2)([c:97]2[cH:98][cH:99][cH:100][cH:101][cH:102]2)[c:103]2[cH:104][cH:105][cH:106][cH:107][cH:108]2)[cH:109][cH:110]1>>[CH2:1]([c:2]1[cH:3][cH:4][cH:5][cH:6][cH:7]1)[n:8]1[n:9][cH:10][c:11]([O:16][CH3:17])[c:12](-[c:22]2[cH:21][cH:20][c:19]([F:18])[cH:24][cH:23]2)[c:13]1=[O:14]. Starting materials: Cl.ClC1=CC=CC=2N1C=CN2 (5-chloroimidazo[1,2-a]pyridine hydrochloride), (5-chloro-2-methoxy)benzene boronic acid, C([O-])([O-])=O.[Na+].[Na+] (sodium carbonate), O1CCOCC1 (p-dioxane). Reagents/catalysts: C=1C=CC(=CC1)[P](C=2C=CC=CC2)(C=3C=CC=CC3)[Pd]([P](C=4C=CC=CC4)(C=5C=CC=CC5)C=6C=CC=CC6)([P](C=7C=CC=CC7)(C=8C=CC=CC8)C=9C=CC=CC9)[P](C=1C=CC=CC1)(C=1C=CC=CC1)C=1C=CC=CC1 (tetrakis(triphenylphosphine)palladium(0)). The solvent is C(C)(=O)OCC (ethyl acetate), O (water). Yields the product ClC=1C=CC(=C(C1)C1=CC=CC=2N1C=CN2)OC (5-(5-chloro-2-methoxyphenyl)imidazo[1,2-a]pyridine). Yield: 70.0%. RXN SMILES: [ClH:1].Cl[C:3]1[N:8]2[CH:9]=[CH:10][N:11]=[C:7]2[CH:6]=[CH:5][CH:4]=1.C(=O)([O-])[O-].[Na+].[Na+].O1[CH2:23][CH2:22][O:21][CH2:20]C1>C(OCC)(=O)C.O.C1C=CC([P]([Pd]([P](C2C=CC=CC=2)(C2C=CC=CC=2)C2C=CC=CC=2)([P](C2C=CC=CC=2)(C2C=CC=CC=2)C2C=CC=CC=2)[P](C2C=CC=CC=2)(C2C=CC=CC=2)C2C=CC=CC=2)(C2C=CC=CC=2)C2C=CC=CC=2)=CC=1>[Cl:1][C:4]1[CH:5]=[CH:6][C:22]([O:21][CH3:20])=[C:23]([C:3]2[N:8]3[CH:9]=[CH:10][N:11]=[C:7]3[CH:6]=[CH:5][CH:4]=2)[CH:3]=1 |f:0.1,2.3.4,^1:34,36,55,74|. Procedure: To a stirred mixture of 5-chloroimidazo[1,2-a]pyridine hydrochloride (1.89 g, 10.0 mmol), (5-chloro-2-methoxy)benzene boronic acid (2.07 g, 12.0 mmol), 2 M aqueous sodium carbonate (20 mL, 40 mmol) and p-dioxane (50 mL) was added tetrakis(triphenylphosphine)palladium(0) (0.58 g, 0.50 mmol) at ambient temperature. The mixture was heated at reflux for 16 h, allowed to cool to ambient temperature and diluted with ethyl acetate (50 mL) and water (20 mL). The organic layer was washed with brine, drie... Starting materials: C(OCC)(=O)Cl (ethyl chlorocarbonate), C(C(C)C)C=1C(NC(=C([N+]1[O-])OC)C(=O)O)=O (3-isobutyl-5-methoxy-1,2-dihydropyrazin-2-one-6-carboxylic acid 4-oxide), Cl (hydrochloric acid), [BH4-].[Li+] (lithium borohydride). Solvent: C(C)N(CC)CC (triethylamine), O1CCCC1 (tetrahydrofuran), C(C)(=O)OCC (ethyl acetate). Conditions: time 2 hour. Yields the product OCC1=C([N+](=C(C(N1)=O)CC(C)C)[O-])OC (6-hydroxymethyl-3-isobutyl-5-methoxy-1,2-dihydropyrazin-2-one 4-oxide). Yield: 67.9%. RXN SMILES: C(Cl)(=O)OCC.[CH2:7]([C:11]1[C:12](=[O:23])[NH:13][C:14]([C:20](O)=[O:21])=[C:15]([O:18][CH3:19])[N+:16]=1[O-:17])[CH:8]([CH3:10])[CH3:9].[BH4-].[Li+].Cl>O1CCCC1.C(OCC)(=O)C.C(N(CC)CC)C>[OH:21][CH2:20][C:14]1[NH:13][C:12](=[O:23])[C:11]([CH2:7][CH:8]([CH3:10])[CH3:9])=[N+:16]([O-:17])[C:15]=1[O:18][CH3:19] |f:2.3|. Procedure: 0.70 Milliliters of ethyl chlorocarbonate was added, at -15° C., to a solution of 730 mg of 3-isobutyl-5-methoxy-1,2-dihydropyrazin-2-one-6-carboxylic acid 4-oxide and 1.0 ml of triethylamine dissolved in 20 ml of tetrahydrofuran, and the mixture was stirred for 2 hours at the same temperature. Thereto was added 330 mg of lithium borohydride, and the mixture was stirred for 18 hours at room temperature. To the reaction mixture was added 5 ml of 10% hydrochloric acid, and the mixture was diluted ... Yield: 94.5%. Yields the product NC1=C(C(=C2C=3N([C@H](CO2)CC2=CC=CC=C2)C=C(C(C13)=O)C(=O)O)F)F ((3S)-8-amino-9,10-difluoro-2,3-dihydro-7-oxo-3-phenylmethyl-7H-pyrido[1,2,3-de]-1,4-benzoxazine-6-carboxylic acid). The solvent is CC(=O)O (AcOH), O (water). Reaction SMILES: [NH2:1][C:2]1[C:21]2[C:20](=[O:22])[C:19]([C:23]([O:25]CC)=[O:24])=[CH:18][N:7]3[C@@H:8]([CH2:11][C:12]4[CH:17]=[CH:16][CH:15]=[CH:14][CH:13]=4)[CH2:9][O:10][C:5]([C:6]=23)=[C:4]([F:28])[C:3]=1[F:29].OS(O)(=O)=O>CC(O)=O.O>[NH2:1][C:2]1[C:21]2[C:20](=[O:22])[C:19]([C:23]([OH:25])=[O:24])=[CH:18][N:7]3[C@@H:8]([CH2:11][C:12]4[CH:13]=[CH:14][CH:15]=[CH:16][CH:17]=4)[CH2:9][O:10][C:5]([C:6]=23)=[C:4]([F:28])[C:3]=1[F:29]. The reactants are NC1=C(C(=C2C=3N([C@H](CO2)CC2=CC=CC=C2)C=C(C(C13)=O)C(=O)OCC)F)F (ethyl (3S)-8-amino-9,10-difluoro-2,3-dihydro-7-oxo-3-phenylmethyl-7H-pyrido[1,2,3-de]-1,4-benzoxazine-6-carboxylate), OS(=O)(=O)O (H2SO4), ice water. Reported procedure: To a suspension of ethyl (3S)-8-amino-9,10-difluoro-2,3-dihydro-7-oxo-3-phenylmethyl-7H-pyrido[1,2,3-de]-1,4-benzoxazine-6-carboxylate (100 mg, 0.250 mmol) in a mixture of AcOH (0.6 mL) and water (0.5 mL), was added H2SO4 (0.1 mL), the whole mixture was heated under reflux for 3 h. The reaction mixture was poured into ice-water and the resulting precipitates were collected by filtration. The filtered precipitates were suspended in water, filtered, and dried in vacuo to give (3S)-8-amino-9,10-dif... The reactants are C1(=CC=CC2=CC=CC=C12)S(=O)[O-].[Na+] (Sodium naphthalene-1-sulfinate), BrC1=C(C=2C3=C(N(C2C=C1)C)CC1CCC3N1)C(=O)OC(C)(C)C (tert-butyl 2-bromo-5-methyl-5,6,7,8,9,10-hexahydro-7,10-epiminocyclohepta[b]indole-carboxylate). The yield is 26.0%. As a reaction SMILES: [C:1]1([S:11]([O-:13])=[O:12])[C:10]2[C:5](=[CH:6][CH:7]=[CH:8][CH:9]=2)[CH:4]=[CH:3][CH:2]=1.[Na+].Br[C:16]1[CH:24]=[CH:23][C:22]2[N:21]([CH3:25])[C:20]3[CH2:26][CH:27]4[NH:31][CH:30]([C:19]=3[C:18]=2[C:17]=1[C:32]([O:34][C:35]([CH3:38])([CH3:37])[CH3:36])=[O:33])[CH2:29][CH2:28]4>>[C:1]1([S:11]([C:16]2[CH:24]=[CH:23][C:22]3[N:21]([CH3:25])[C:20]4[CH2:26][CH:27]5[NH:31][CH:30]([C:19]=4[C:18]=3[C:17]=2[C:32]([O:34][C:35]([CH3:38])([CH3:37])[CH3:36])=[O:33])[CH2:29][CH2:28]5)(=[O:13])=[O:12])[C:10]2[C:5](=[CH:6][CH:7]=[CH:8][CH:9]=2)[CH:4]=[CH:3][CH:2]=1 |f:0.1|. Product: C1(=CC=CC2=CC=CC=C12)S(=O)(=O)C1=C(C=2C3=C(N(C2C=C1)C)CC1CCC3N1)C(=O)OC(C)(C)C (tert-butyl 2-(1-napthyl)sulfonyl-5-methyl-5,6,7,8,9,10-hexahydro-7,10-epiminocyclohepta[b]indole-carboxylate). Procedure: Intermediate 23 was coupled with the product of Example 27, step B following the procedure of Example 27, Step C. The crude product was purified by flash column chromatography (SiO2, 8:2 hexanes/ethyl acetate) to give tert-butyl 2-(1-napthyl)sulfonyl-5-methyl-5,6,7,8,9,10-hexahydro-7,10-epiminocyclohepta[b]indole-carboxylate (120 mg, 26%) as a light yellow solid: 1H NMR (CDCl3, 300 MHz) δ 8.48 (dd, J=7.5, 1.2 Hz, 1H), 8.20 (s, 1H), 8.04 (d, J=8.4 Hz, 1H), 7.86 (dd, J=8.6, 1.5 Hz, 1H), 7.67 (d, J...